From a dataset of the Open Reaction Database (ORD), a public repository of structured organic reaction records. describe an organic reaction: reactants, conditions, products, and yield Reactants: C(C)(=O)O (acetic acid), aqueous solution, CCCCCCCCCCCCCCCC(=O)N[C@H]1C[C@H]([C@@H](NC(=O)[C@@H]2[C@H]([C@H](CN2C(=O)[C@@H](NC(=O)[C@@H](NC(=O)[C@@H]3C[C@H](CN3C(=O)[C@@H](NC1=O)[C@@H](C)O)O)[C@@H]([C@H](C=4C=CC(=C(C4)OS(=O)(=O)O)O)O)O)[C@@H](CC(=O)N)O)C)O)O)O (FR901379), P(=O)(O)(O)[O-].[K+].P(=O)(O)([O-])[O-].[Na+].[Na+] (potassium dihydrogen phosphate disodium hydrogen phosphate). Solvent: CO (methanol), CO (methanol). Reaction conditions: time 30 minute. Yields the product C[C@H]1CN2[C@@H]([C@H]1O)C(=O)N[C@@H]([C@@H](C[C@@H](C(=O)N[C@H](C(=O)N3C[C@@H](C[C@H]3C(=O)N[C@H](C(=O)N[C@H](C2=O)[C@@H](CC(=O)N)O)[C@@H]([C@H](C4=CC(=C(C=C4)O)OS(=O)(=O)O)O)O)O)[C@@H](C)O)N)O)O (FR179642). As a reaction SMILES: CCCCCCCCCCCCCCCC([NH:18][C@@H:19]1[C:50](=[O:51])[NH:49][C@@H:48]([C@H:52]([OH:54])[CH3:53])[C:46](=[O:47])[N:45]2[C@@H:41]([CH2:42][C@@H:43]([OH:55])[CH2:44]2)[C:39](=[O:40])[NH:38][C@@H:37]([C@H:56]([OH:71])[C@@H:57]([OH:70])[C:58]2[CH:59]=[CH:60][C:61]([OH:69])=[C:62]([O:64][S:65]([OH:68])(=[O:67])=[O:66])[CH:63]=2)[C:35](=[O:36])[NH:34][C@@H:33]([C@H:72]([OH:77])[CH2:73][C:74]([NH2:76])=[O:75])[C:31](=[O:32])[N:30]2[C@@H:26]([C@@H:27]([OH:79])[C@@H:28]([CH3:78])[CH2:29]2)[C:24](=[O:25])[NH:23][C@@H:22]([OH:80])[C@H:21]([OH:81])[CH2:20]1)=O.P([O-])(O)(O)=O.[K+].P([O-])([O-])(O)=O.[Na+].[Na+].C(O)(=O)C>CO>[CH3:78][C@@H:28]1[C@H:27]([OH:79])[C@H:26]2[C:24]([NH:23][C@H:22]([OH:80])[C@H:21]([OH:81])[CH2:20][C@H:19]([NH2:18])[C:50]([NH:49][C@@H:48]([C@H:52]([OH:54])[CH3:53])[C:46]([N:45]3[C@H:41]([C:39]([NH:38][C@@H:37]([C@H:56]([OH:71])[C@@H:57]([OH:70])[C:58]4[CH:59]=[CH:60][C:61]([OH:69])=[C:62]([O:64][S:65]([OH:68])(=[O:67])=[O:66])[CH:63]=4)[C:35]([NH:34][C@@H:33]([C@H:72]([OH:77])[CH2:73][C:74]([NH2:76])=[O:75])[C:31](=[O:32])[N:30]2[CH2:29]1)=[O:36])=[O:40])[CH2:42][C@@H:43]([OH:55])[CH2:44]3)=[O:47])=[O:51])=[O:25] |f:1.2.3.4.5|. Procedure: To 700 μl of the fermentation broth of Streptomyces anulatus No. 4811 obtained in Example 1-1 was added 100 μl of an aqueous solution of Substance FR901379 (100 mg/ml) (10 mg as Substance FR901379; 8.35 μmol) together with 100 μl of methanol and 100 μl of buffer (0.5 M potassium dihydrogen phosphate-disodium hydrogen phosphate buffer; pH 6.0), and the reaction was carried out at 30° C. for 30 minutes. The reaction was then stopped with 1 ml of 4% acetic acid and following addition of 2 ml of met... The reactants are Cl.CN(C/C=C/C(=O)O)C (4-dimethylaminocrotonic acid hydrochloride), FC=1C=C(C=CC1)NC1=NC=C(C(=N1)NCCCOC)C#CCCCNC([C@H](C)NC)=O ((S)—N-(5-(2-((3-fluorophenyl)amino)-4-((3-methoxypropyl)amino)pyrimidin-5-yl)-4-pentyn-1-yl)-2-(methylamino)propanamide), C1(=C(C(=C(C(=C1F)F)F)N)F)N.Cl.Cl (dihydrochloride). The reagents and catalysts are C(O)([O-])=O.[Na+] (sodium hydrogencarbonate). The solvent is CN(C=O)C (N,N-dimethylformamide), CN1CCOCC1 (N-methylmorpholine), ClC(=O)OCC(C)C (isobutyl chloroformate). Run at time 1 hour. The product is CN(C/C=C/C(=O)N(C)[C@H](C(=O)NCCCC#CC=1C(=NC(=NC1)NC1=CC(=CC=C1)F)NCCCOC)C)C ((S,E)-4-(dimethylamino)-N-(1-((5-(2-((3-fluorophenyl)amino)-4-((3-methoxypropyl)amino)pyrimidin-5-yl)-4-pentyn-1-yl)amino)-1-oxopropan-2-yl)-N-methyl-2-butenamide). As a reaction SMILES: Cl.[CH3:2][N:3]([CH3:10])[CH2:4]/[CH:5]=[CH:6]/[C:7](O)=[O:8].[F:11][C:12]1[CH:13]=[C:14]([NH:18][C:19]2[N:24]=[C:23]([NH:25][CH2:26][CH2:27][CH2:28][O:29][CH3:30])[C:22]([C:31]#[C:32][CH2:33][CH2:34][CH2:35][NH:36][C:37](=[O:42])[C@@H:38]([NH:40][CH3:41])[CH3:39])=[CH:21][N:20]=2)[CH:15]=[CH:16][CH:17]=1.C1(N)C(F)=C(F)C(F)=C(N)C=1F.Cl.Cl>CN(C)C=O.CN1CCOCC1.ClC(OCC(C)C)=O.C(=O)([O-])O.[Na+]>[CH3:2][N:3]([CH3:10])[CH2:4]/[CH:5]=[CH:6]/[C:7]([N:40]([C@@H:38]([CH3:39])[C:37]([NH:36][CH2:35][CH2:34][CH2:33][C:32]#[C:31][C:22]1[C:23]([NH:25][CH2:26][CH2:27][CH2:28][O:29][CH3:30])=[N:24][C:19]([NH:18][C:14]2[CH:15]=[CH:16][CH:17]=[C:12]([F:11])[CH:13]=2)=[N:20][CH:21]=1)=[O:42])[CH3:41])=[O:8] |f:0.1,3.4.5,9.10|. Procedure: To a solution of 4-dimethylaminocrotonic acid hydrochloride (61 mg) in N,N-dimethylformamide (0.5 mL), N-methylmorpholine (135 μL) and isobutyl chloroformate (40 μL) were added under ice cooling, then (S)—N-(5-(2-((3-fluorophenyl)amino)-4-((3-methoxypropyl)amino)pyrimidin-5-yl)-4-pentyn-1-yl)-2-(methylamino)propanamide (J9) dihydrochloride (55 mg) was further added, and the mixture was stirred at the same temperature for 1 hour. To the reaction mixture, saturated aqueous sodium hydrogencarbonate... Product: COC=1C=C(CC2=NNC3=C2C(N(C=2N=CC=CC32)C3=CC=CC=C3)=O)C=C(C1)OC (3-(3,5-dimethoxybenzyl)-5-phenyl-1H-pyrazolo[4,3-c][1,8]naphthyridin-4 (5H)-one). Isolated yield 90.4%. The reactants are OC1=C(C(N(C2=NC=CC=C12)C1=CC=CC=C1)=O)C(CC1=CC(=CC(=C1)OC)OC)=O (4-hydroxy-3-[1-oxo-2-(3,5-dimethoxyphenyl)ethyl]-1-phenyl-1,8-naphthyridin-2 (1H)-one), O.NN (hydrazine monohydrate). Run in CN(C)C=O (DMF). As a reaction SMILES: O[C:2]1[C:11]2[C:6](=[N:7][CH:8]=[CH:9][CH:10]=2)[N:5]([C:12]2[CH:17]=[CH:16][CH:15]=[CH:14][CH:13]=2)[C:4](=[O:18])[C:3]=1[C:19](=O)[CH2:20][C:21]1[CH:26]=[C:25]([O:27][CH3:28])[CH:24]=[C:23]([O:29][CH3:30])[CH:22]=1.O.[NH2:33][NH2:34]>CN(C=O)C>[CH3:30][O:29][C:23]1[CH:22]=[C:21]([CH:26]=[C:25]([O:27][CH3:28])[CH:24]=1)[CH2:20][C:19]1[C:3]2[C:4](=[O:18])[N:5]([C:12]3[CH:13]=[CH:14][CH:15]=[CH:16][CH:17]=3)[C:6]3[N:7]=[CH:8][CH:9]=[CH:10][C:11]=3[C:2]=2[NH:34][N:33]=1 |f:1.2|. Procedure details: To a suspension of 4-hydroxy-3-[1-oxo-2-(3,5-dimethoxyphenyl)ethyl]-1-phenyl-1,8-naphthyridin-2 (1H)-one (200 mg, 0.48 mmol, prepared in Synthetic Example 23) in DMF (5 ml) was added hydrazine monohydrate (80%, 100 μl, 2.50 mmol, 5.2 eq.), and the mixture was treated in the same manner as in Example 16 to give 3-(3,5-dimethoxybenzyl)-5-phenyl-1H-pyrazolo[4,3-c][1,8]naphthyridin-4 (5H)-one (179 mg, 90%). Reactants: CCOCC (ether), Cl (HCl), C(CCC)S(=O)(=O)C=1C=CC2=C(SC(=C2C(=O)C2=CC=C(C=C2)OCCN2CCCCC2)C2=CC=C(C=C2)S(=O)(=O)CCCC)C1 ([6-(n-Butylsulfonoyl)-2-[4-(n-butylsulfonoyl)phenyl]benzo[b]thien-3-yl][4-[2-(1piperidinyl)ethoxy]-phenyl]methanone). Solvent: C(C)(=O)OCC (ethyl acetate). Yields the product Cl.C(CCC)SC=1C=CC2=C(SC(=C2C(=O)C2=CC=C(C=C2)OCCN2CCCCC2)C2=CC=C(C=C2)S(=O)(=O)CCCC)C1 ([6- (n-Butylsulfenoyl) -2-[4- (n-butylsulfonoyl )phenyl]benzo[b]thien-3-yl][4-[2-(1piperidinyl ) ethoxy]-phenyl]methanone, Hydrochloride). Reaction SMILES: [CH2:1]([S:5]([C:8]1[CH:9]=[CH:10][C:11]2[C:15]([C:16]([C:18]3[CH:23]=[CH:22][C:21]([O:24][CH2:25][CH2:26][N:27]4[CH2:32][CH2:31][CH2:30][CH2:29][CH2:28]4)=[CH:20][CH:19]=3)=[O:17])=[C:14]([C:33]3[CH:38]=[CH:37][C:36]([S:39]([CH2:42][CH2:43][CH2:44][CH3:45])(=[O:41])=[O:40])=[CH:35][CH:34]=3)[S:13][C:12]=2[CH:46]=1)(=O)=O)[CH2:2][CH2:3][CH3:4].CCOCC.[ClH:52]>C(OCC)(=O)C>[ClH:52].[CH2:1]([S:5][C:8]1[CH:9]=[CH:10][C:11]2[C:15]([C:16]([C:18]3[CH:23]=[CH:22][C:21]([O:24][CH2:25][CH2:26][N:27]4[CH2:28][CH2:29][CH2:30][CH2:31][CH2:32]4)=[CH:20][CH:19]=3)=[O:17])=[C:14]([C:33]3[CH:34]=[CH:35][C:36]([S:39]([CH2:42][CH2:43][CH2:44][CH3:45])(=[O:41])=[O:40])=[CH:37][CH:38]=3)[S:13][C:12]=2[CH:46]=1)[CH2:2][CH2:3][CH3:4] |f:4.5|. Procedure details: 5.4g of [6-(n-Butylsulfonoyl)-2-[4-(n-butylsulfonoyl)phenyl]benzo[b]thien-3-yl][4-[2-(1piperidinyl)ethoxy]-phenyl]methanone was dissolved in ethyl acetate (EtOAc) and a solution of ether, saturated with HCl, was added until no more precipitate was formed. The liquid was decanted off and the solid was triturated with ether. The title compound was crystallized from hot EtOAc to afford 3.74 g, as a white powder. Starting materials: C1CCOC1, CCO, Cl, [Na+], [OH-], COC(=O)c1ccccc1-c1ccc(C(=C2CC(C)(C)CC(C)(C)C2)c2ccc(O)cc2)cc1. Product: CC1(C)CC(=C(c2ccc(O)cc2)c2ccc(-c3ccccc3C(=O)O)cc2)CC(C)(C)C1. As a reaction SMILES: [CH2:41]1[O:42][CH2:43][CH2:44][CH2:45]1.[CH3:38][CH2:39][OH:40].[ClH:37].[Na+:36].[OH-:35].[OH:1][c:2]1[cH:3][cH:4][c:5]([C:8]([c:9]2[cH:10][cH:11][c:12](-[c:15]3[c:16]([C:21](=[O:22])[O:23][CH3:24])[cH:17][cH:18][cH:19][cH:20]3)[cH:13][cH:14]2)=[C:25]2[CH2:26][C:27]([CH3:33])([CH3:34])[CH2:28][C:29]([CH3:31])([CH3:32])[CH2:30]2)[cH:6][cH:7]1>>[OH:1][c:2]1[cH:3][cH:4][c:5]([C:8]([c:9]2[cH:10][cH:11][c:12](-[c:15]3[c:16]([C:21](=[O:22])[OH:23])[cH:17][cH:18][cH:19][cH:20]3)[cH:13][cH:14]2)=[C:25]2[CH2:26][C:27]([CH3:33])([CH3:34])[CH2:28][C:29]([CH3:31])([CH3:32])[CH2:30]2)[cH:6][cH:7]1. The product is Cc1cnc(N2CCN(C(=O)c3cnc(F)c(C)c3)CC2)c(C)c1. Reaction SMILES: [CH3:12][c:13]1[c:14]([N:20]2[CH2:21][CH2:22][NH:23][CH2:24][CH2:25]2)[n:15][cH:16][c:17]([CH3:19])[cH:18]1.[F:1][c:2]1[n:3][cH:4][c:5]([C:6](=[O:7])[OH:8])[cH:9][c:10]1[CH3:11]>>[F:1][c:2]1[n:3][cH:4][c:5]([C:6](=[O:8])[N:23]2[CH2:22][CH2:21][N:20]([c:14]3[c:13]([CH3:12])[cH:18][c:17]([CH3:19])[cH:16][n:15]3)[CH2:25][CH2:24]2)[cH:9][c:10]1[CH3:11]. Reactants: Cc1cnc(N2CCNCC2)c(C)c1, Cc1cc(C(=O)O)cnc1F.